This data is from the Open Reaction Database (ORD), a public repository of structured organic reaction records. The task is: describe an organic reaction: reactants, conditions, products, and yield Reactants: C(C)N(CCNC(=O)C1=C(NC=2\C(\CCCC12)=C\1/C(NC2=CC=C(C=C12)F)=O)C)CC ((Z)—N-[2-(diethylamino)ethyl]-2-methyl-7-(1,2-dihydro-5-fluoro-2-oxo-3H-indol-3-ylidene)-4,5,6,7-tetrahydro-1H-indol-3-carboxamide), ClCCl (dichloromethane), Cl (HCl). Solvent: C(C)#N (acetonitrile), C(C)#N (acetonitrile). The product is Cl.C(C)N(CCNC(=O)C1=C(NC=2\C(\CCCC12)=C\1/C(NC2=CC=C(C=C12)F)=O)C)CC ((Z)—N-[2-(diethylamino)ethyl]-2-methyl-7-(1,2-dihydro-5-fluoro-2-oxo-3H-indol-3-ylidene)-4,5,6,7-tetrahydro-1H-indol-3-carboxamide hydrochloride). The yield is 90.0%. RXN SMILES: [CH2:1]([N:3]([CH2:30][CH3:31])[CH2:4][CH2:5][NH:6][C:7]([C:9]1[C:17]2[CH2:16][CH2:15][CH2:14]/[C:13](=[C:18]3/[C:19](=[O:28])[NH:20][C:21]4[C:26]/3=[CH:25][C:24]([F:27])=[CH:23][CH:22]=4)/[C:12]=2[NH:11][C:10]=1[CH3:29])=[O:8])[CH3:2].[Cl:32]CCl.Cl>C(#N)C>[ClH:32].[CH2:30]([N:3]([CH2:1][CH3:2])[CH2:4][CH2:5][NH:6][C:7]([C:9]1[C:17]2[CH2:16][CH2:15][CH2:14]/[C:13](=[C:18]3/[C:19](=[O:28])[NH:20][C:21]4[C:26]/3=[CH:25][C:24]([F:27])=[CH:23][CH:22]=4)/[C:12]=2[NH:11][C:10]=1[CH3:29])=[O:8])[CH3:31] |f:4.5|. Procedure: 4.25 g (10 mmol) (Z)—N-[2-(diethylamino)ethyl]-2-methyl-7-(1,2-dihydro-5-fluoro-2-oxo-3H-indol-3-ylidene)-4,5,6,7-tetrahydro-1H-indol-3-carboxamide was added to a mixture of 250 ml acetonitrile and 50 ml dichloromethane. The mixture was treated under ultrasonic sound to uniform dispersion. 8 ml (1.50 mol/L) HCl in acetonitrile was added and the solution was heated to reflux with stirring under nitrogen atmosphere. After reaction for 1 h, the resulting solution was filtered while being hot, and t... Procedure: A mixture of tert-butyl {(3R,4R,5S)-1-[3-({[6-(2,6-difluorophenyl)-5-fluoropyridin-2-yl]carbonyl}amino)-7-hydroxy-6,7-dihydro-5H-cyclopenta[b]pyridin-4-yl]-4-hydroxy-5-methylpiperidin-3-yl}carbamate (6 mg, 0.01 mmol) and TFA in DCM (4.0 M; 2.0 mL, 8.0 mmol) was stirred at room temperature for 1 h. After removal of the solvent, the residue was then diluted with MeOH (4 mL) and NH4OH solution (0.5 mL) and filtered. The filtrate was purified by preparative LCMS (pH=10 method; XBridge™ preparative C... Reaction conditions: time 1 hour. Product: N[C@@H]1CN(C[C@@H]([C@H]1O)C)C1=C2C(=NC=C1NC(=O)C1=NC(=C(C=C1)F)C1=C(C=CC=C1F)F)C(CC2)O (N-{4-[(3R,4R,5S)-3-Amino-4-hydroxy-5-methylpiperidin-1-yl]-7-hydroxy-6,7-dihydro-5H-cyclopenta[b]pyridin-3-yl}-6-(2,6-difluorophenyl)-5-fluoropyridine-2-carboxamide). Reactants: FC1=C(C(=CC=C1)F)C1=C(C=CC(=N1)C(=O)NC=1C(=C2C(=NC1)C(CC2)O)N2C[C@H]([C@@H]([C@H](C2)C)O)NC(OC(C)(C)C)=O)F (tert-butyl {(3R,4R,5S)-1-[3-({[6-(2,6-difluorophenyl)-5-fluoropyridin-2-yl]carbonyl}amino)-7-hydroxy-6,7-dihydro-5H-cyclopenta[b]pyridin-4-yl]-4-hydroxy-5-methylpiperidin-3-yl}carbamate), C(=O)(C(F)(F)F)O (TFA), C(Cl)Cl (DCM). Reaction SMILES: [F:1][C:2]1[CH:7]=[CH:6][CH:5]=[C:4]([F:8])[C:3]=1[C:9]1[N:14]=[C:13]([C:15]([NH:17][C:18]2[C:19]([N:28]3[CH2:33][C@H:32]([CH3:34])[C@@H:31]([OH:35])[C@H:30]([NH:36]C(=O)OC(C)(C)C)[CH2:29]3)=[C:20]3[CH2:26][CH2:25][CH:24]([OH:27])[C:21]3=[N:22][CH:23]=2)=[O:16])[CH:12]=[CH:11][C:10]=1[F:44].C(O)(C(F)(F)F)=O.C(Cl)Cl>>[NH2:36][C@H:30]1[C@H:31]([OH:35])[C@@H:32]([CH3:34])[CH2:33][N:28]([C:19]2[C:18]([NH:17][C:15]([C:13]3[CH:12]=[CH:11][C:10]([F:44])=[C:9]([C:3]4[C:2]([F:1])=[CH:7][CH:6]=[CH:5][C:4]=4[F:8])[N:14]=3)=[O:16])=[CH:23][N:22]=[C:21]3[CH:24]([OH:27])[CH2:25][CH2:26][C:20]=23)[CH2:29]1. RXN SMILES: [C:1]([OH:5])([CH3:4])([CH3:3])[CH3:2].[F:6][C:7]1[CH:15]=[C:14]([N+:16]([O-:18])=[O:17])[CH:13]=[CH:12][C:8]=1[C:9](O)=[O:10].C1(C)C=CC(S(Cl)(=O)=O)=CC=1>N1C=CC=CC=1>[F:6][C:7]1[CH:15]=[C:14]([N+:16]([O-:18])=[O:17])[CH:13]=[CH:12][C:8]=1[C:9]([O:5][C:1]([CH3:4])([CH3:3])[CH3:2])=[O:10]. Yields the product FC1=C(C(=O)OC(C)(C)C)C=CC(=C1)[N+](=O)[O-] (tert-Butyl 2-fluoro-4-nitrobenzoate). The solvent is N1=CC=CC=C1 (pyridine). The reactants are C(C)(C)(C)O (tert-butanol), C(C)(C)(C)O (tert-butanol), FC1=C(C(=O)O)C=CC(=C1)[N+](=O)[O-] (2-fluoro-4-nitrobenzoic acid), C1(=CC=C(C=C1)S(=O)(=O)Cl)C (para-toluenesulphonyl chloride). Conditions: time 60 minute. Reported procedure: At 0° C., 0.258 ml (2.7 mmol, 1.0 eq.) of tert-butanol was added to a solution of 500 mg (2.7 mmol) of 2-fluoro-4-nitrobenzoic acid and 1.03 g (5.4 mmol, 2.0 eq.) of para-toluenesulphonyl chloride in 5.4 ml of pyridine, the mixture was stirred for 60 min and a further 0.258 ml (2.7 mmol, 1.0 eq.) of tert-butanol was added. The reaction mixture was stirred for another 18 h and concentrated under reduced pressure. Saturated aqueous sodium bicarbonate solution and ethyl acetate were added to the re...